This data is from the Open Reaction Database (ORD), a public repository of structured organic reaction records. The task is: describe an organic reaction: reactants, conditions, products, and yield The reactants are CNC1=NC(=CC(=N1)C(=O)O)CCC (2-methylamino-6-propyl-pyrimidine-4-carboxylic acid), C(C(C)C)C1=CC(=NC(=N1)S(=O)(=O)C)C(=O)O (6-isobutyl-2-methanesulfonyl-pyrimidine-4-carboxylic acid), CNC (dimethylamine). Yields the product CN(C1=NC(=CC(=N1)C(=O)O)CC(C)C)C (2-Dimethylamino-6-isobutyl-pyrimidine-4-carboxylic acid), solid. As a reaction SMILES: [CH3:1][NH:2][C:3]1N=C(C(O)=O)C=C(CCC)N=1.[CH2:15]([C:19]1[N:24]=[C:23](S(C)(=O)=O)[N:22]=[C:21]([C:29]([OH:31])=[O:30])[CH:20]=1)[CH:16]([CH3:18])[CH3:17].CNC>>[CH3:1][N:2]([CH3:3])[C:23]1[N:22]=[C:21]([C:29]([OH:31])=[O:30])[CH:20]=[C:19]([CH2:15][CH:16]([CH3:18])[CH3:17])[N:24]=1. Reported procedure: The title compound is obtained as a beige solid (132 mg) in analogy to 2-methylamino-6-propyl-pyrimidine-4-carboxylic acid starting from 6-isobutyl-2-methanesulfonyl-pyrimidine-4-carboxylic acid and 40% aq. dimethylamine; LC-MS: tR=0.78 min, [M+H]+=224.03. Starting materials: CNC, COC(=O)C(C)Oc1cccc2ncnc(Nc3ccc4c(cnn4Cc4nccs4)c3)c12. The product is CC(Oc1cccc2ncnc(Nc3ccc4c(cnn4Cc4nccs4)c3)c12)C(=O)N(C)C. Reaction SMILES: [CH3:34][NH:35][CH3:36].[s:1]1[c:2]([CH2:6][n:7]2[n:8][cH:9][c:10]3[cH:11][c:12]([NH:16][c:17]4[n:18][cH:19][n:20][c:21]5[cH:22][cH:23][cH:24][c:25]([O:27][CH:28]([C:29](=[O:30])[O:31][CH3:32])[CH3:33])[c:26]45)[cH:13][cH:14][c:15]23)[n:3][cH:4][cH:5]1>>[s:1]1[c:2]([CH2:6][n:7]2[n:8][cH:9][c:10]3[cH:11][c:12]([NH:16][c:17]4[n:18][cH:19][n:20][c:21]5[cH:22][cH:23][cH:24][c:25]([O:27][CH:28]([C:29](=[O:30])[N:35]([CH3:34])[CH3:36])[CH3:33])[c:26]45)[cH:13][cH:14][c:15]23)[n:3][cH:4][cH:5]1.